From a dataset of the Open Reaction Database (ORD), a public repository of structured organic reaction records. describe an organic reaction: reactants, conditions, products, and yield The reactants are C1(=CC=CC=C1)C (toluene), BrC=1C=CC(=NC1)C(C)=O (1-(5-bromopyridin-2-yl)ethanone), COC1=CC=C(C=C1)B(O)O ((4-methoxyphenyl) boronic acid), C(=O)([O-])[O-].[Na+].[Na+] (Na2CO3). The reagents and catalysts are C=1C=CC(=CC1)[P](C=2C=CC=CC2)(C=3C=CC=CC3)[Pd]([P](C=4C=CC=CC4)(C=5C=CC=CC5)C=6C=CC=CC6)([P](C=7C=CC=CC7)(C=8C=CC=CC8)C=9C=CC=CC9)[P](C=1C=CC=CC1)(C=1C=CC=CC1)C=1C=CC=CC1 (Pd(PPh3)4). Run in C(C)O (ethanol). Reaction conditions: time 5 hour. The product is COC1=CC=C(C=C1)C=1C=CC(=NC1)C(C)=O (1-(5-(4-methoxyphenyl)pyridin-2-yl)ethanone). Isolated yield 88.0%. Reaction SMILES: C1(C)C=CC=CC=1.Br[C:9]1[CH:10]=[CH:11][C:12]([C:15](=[O:17])[CH3:16])=[N:13][CH:14]=1.[CH3:18][O:19][C:20]1[CH:25]=[CH:24][C:23](B(O)O)=[CH:22][CH:21]=1.C([O-])([O-])=O.[Na+].[Na+]>C1C=CC([P]([Pd]([P](C2C=CC=CC=2)(C2C=CC=CC=2)C2C=CC=CC=2)([P](C2C=CC=CC=2)(C2C=CC=CC=2)C2C=CC=CC=2)[P](C2C=CC=CC=2)(C2C=CC=CC=2)C2C=CC=CC=2)(C2C=CC=CC=2)C2C=CC=CC=2)=CC=1.C(O)C>[CH3:18][O:19][C:20]1[CH:25]=[CH:24][C:23]([C:9]2[CH:10]=[CH:11][C:12]([C:15](=[O:17])[CH3:16])=[N:13][CH:14]=2)=[CH:22][CH:21]=1 |f:3.4.5,^1:38,40,59,78|. Reported procedure: To a stirred solution of toluene and ethanol (9 mL, 2:1) of 1-(5-bromopyridin-2-yl)ethanone (200 mg, 1 mmol) was added (4-methoxyphenyl) boronic acid (304 mg, 2 mmol), 2M Na2CO3 (2.84 mL), and Pd(PPh3)4 (11 mg, 0.01 mmol) under argon atmosphere and heating was continued for 5 hours at 70° C. The reaction mixture was concentrated under vacuum and diluted with water (100 mL) and extracted with EtOAc (2×200 mL). The combined extracts were washed with brine solution (20 mL), and organic layer was dr...